This data is from the Open Reaction Database (ORD), a public repository of structured organic reaction records. The task is: describe an organic reaction: reactants, conditions, products, and yield The reactants are C(#N)C1=CC=C(C=C1)C1(CCN(CC1)C(=O)C=1C(=CC(=C(C(=O)OC)C1)C1CCC1)CC)F (methyl 5-(4-(4-cyanophenyl)-4-fluoropiperidine-1-carbonyl)-2-cyclobutyl-4-ethylbenzoate), C(#N)C1=CC=C(C=C1)C1(CCN(CC1)C(=O)C=1C(=CC(=C(C(=O)OC)C1)C1CCC1)CC)F (methyl 5-(4-(4-cyanophenyl)-4-fluoropiperidine-1-carbonyl)-2-cyclobutyl-4-ethylbenzoate), O.NN (Hydrazine hydrate). The solvent is C(C)O (ethanol). Reaction conditions: temperature 80 celsius, time 15 hour. The product is C(#N)C1=CC=C(C=C1)C1(CCN(CC1)C(=O)C=1C(=CC(=C(C(=O)NN)C1)C1CCC1)CC)F (5-(4-(4-cyanophenyl)-4-fluoropiperidine-1-carbonyl)-2-cyclobutyl-4-ethylbenzohydrazide). The yield is 82.0%. RXN SMILES: [C:1]([C:3]1[CH:8]=[CH:7][C:6]([C:9]2([F:33])[CH2:14][CH2:13][N:12]([C:15]([C:17]3[C:18]([CH2:31][CH3:32])=[CH:19][C:20]([CH:27]4[CH2:30][CH2:29][CH2:28]4)=[C:21]([CH:26]=3)[C:22](OC)=[O:23])=[O:16])[CH2:11][CH2:10]2)=[CH:5][CH:4]=1)#[N:2].O.[NH2:35][NH2:36]>C(O)C>[C:1]([C:3]1[CH:8]=[CH:7][C:6]([C:9]2([F:33])[CH2:14][CH2:13][N:12]([C:15]([C:17]3[C:18]([CH2:31][CH3:32])=[CH:19][C:20]([CH:27]4[CH2:30][CH2:29][CH2:28]4)=[C:21]([CH:26]=3)[C:22]([NH:35][NH2:36])=[O:23])=[O:16])[CH2:11][CH2:10]2)=[CH:5][CH:4]=1)#[N:2] |f:1.2|. Procedure: To a round-bottom flask was added a solution of methyl 5-(4-(4-cyanophenyl)-4-fluoropiperidine-1-carbonyl)-2-cyclobutyl-4-ethylbenzoate (compound 217.1, 1.10 g, 2.45 mmol, 1.00 equiv) in ethanol (40 mL). Hydrazine hydrate (20 mL) was added to the reaction mixture, and the reaction was stirred 80° C. for 15 h. After cooling to ambient temperature, the mixture was concentrated in vacuo, then diluted with 50 mL of H2O. The resulting mixture was extracted with 3×50 mL of dichloromethane. The combine... Starting materials: C1CCOC1, [N-]=[N+]=NCc1cc(Cl)ccc1I, O, c1ccc(P(c2ccccc2)c2ccccc2)cc1. Yields the product NCc1cc(Cl)ccc1I. RXN SMILES: [CH2:33]1[O:34][CH2:35][CH2:36][CH2:37]1.[Cl:20][c:21]1[cH:22][cH:23][c:24]([I:31])[c:25]([CH2:26][N:27]=[N+:28]=[N-:29])[cH:30]1.[OH2:32].[c:1]1([P:2]([c:3]2[cH:4][cH:5][cH:6][cH:7][cH:8]2)[c:9]2[cH:10][cH:11][cH:12][cH:13][cH:14]2)[cH:15][cH:16][cH:17][cH:18][cH:19]1>>[Cl:20][c:21]1[cH:22][cH:23][c:24]([I:31])[c:25]([CH2:26][NH2:27])[cH:30]1. Reaction SMILES: [CH2:1]([CH3:2])[O:3][C:4](=[O:5])[C:6]1([S:13](=[O:14])(=[O:15])[c:16]2[cH:17][cH:18][c:19]([O:22][c:23]3[cH:24][cH:25][c:26]([Cl:29])[cH:27][cH:28]3)[cH:20][cH:21]2)[CH2:7][CH2:8][N:9]([CH3:12])[CH2:10][CH2:11]1.[CH2:30]1[O:31][CH2:32][CH2:33][CH2:34]1.[CH3:35][OH:36].[Na+:38].[OH-:37]>>[O:3]=[C:4]([OH:5])[C:6]1([S:13](=[O:14])(=[O:15])[c:16]2[cH:17][cH:18][c:19]([O:22][c:23]3[cH:24][cH:25][c:26]([Cl:29])[cH:27][cH:28]3)[cH:20][cH:21]2)[CH2:7][CH2:8][N:9]([CH3:12])[CH2:10][CH2:11]1. Yields the product CN1CCC(C(=O)O)(S(=O)(=O)c2ccc(Oc3ccc(Cl)cc3)cc2)CC1. Reactants: CCOC(=O)C1(S(=O)(=O)c2ccc(Oc3ccc(Cl)cc3)cc2)CCN(C)CC1, C1CCOC1, CO, [Na+], [OH-]. Reactants: CN1C2=C(C=C1)C(=O)OC2=O (1-Methyl-2,3-pyrroledicarboxylic anhydride), FC1=CC=CC=C1 (fluorobenzene), [Cl-].[Al+3].[Cl-].[Cl-] (aluminum chloride). Yields the product FC1=CC=C(C(=O)C2=C(N(C=C2)C)C(=O)O)C=C1 (3-(4-fluorobenzoyl)-1-methyl-2-pyrrolecarboxylic acid). As a reaction SMILES: [CH3:1][N:2]1[CH:6]=[CH:5][C:4]2[C:7]([O:9][C:10](=[O:11])[C:3]1=2)=[O:8].[F:12][C:13]1[CH:18]=[CH:17][CH:16]=[CH:15][CH:14]=1.[Cl-].[Al+3].[Cl-].[Cl-]>>[F:12][C:13]1[CH:18]=[CH:17][C:16]([C:7]([C:4]2[CH:5]=[CH:6][N:2]([CH3:1])[C:3]=2[C:10]([OH:9])=[O:11])=[O:8])=[CH:15][CH:14]=1 |f:2.3.4.5|. Procedure: 1-Methyl-2,3-pyrroledicarboxylic anhydride and fluorobenzene were subjected to substantially the same reaction and process as in Reference Example 1 Process 1 in the presence of aluminum chloride to give 3-(4-fluorobenzoyl)-1-methyl-2-pyrrolecarboxylic acid as colorless crystals. The reactants are O=C1CCC(=O)N1Br, O=C(OOC(=O)c1ccccc1)c1ccccc1, COC(=O)c1scc(C)c1Cl, c1ccccc1. Product: COC(=O)c1scc(CBr)c1Cl. RXN SMILES: [Br:12][N:13]1[C:14](=[O:15])[CH2:16][CH2:17][C:18]1=[O:19].[C:20]([O:21][O:22][C:23](=[O:24])[c:25]1[cH:26][cH:27][cH:28][cH:29][cH:30]1)(=[O:31])[c:32]1[cH:33][cH:34][cH:35][cH:36][cH:37]1.[CH3:1][O:2][C:3](=[O:4])[c:5]1[s:6][cH:7][c:8]([CH3:11])[c:9]1[Cl:10].[cH:38]1[cH:39][cH:40][cH:41][cH:42][cH:43]1>>[CH3:1][O:2][C:3](=[O:4])[c:5]1[s:6][cH:7][c:8]([CH2:11][Br:12])[c:9]1[Cl:10]. Starting materials: ClCCl, CCN(CC)C(F)(F)C(F)Cl, OC(F)(F)c1ccc(F)c(F)c1F. Yields the product Fc1ccc(C(F)(F)F)c(F)c1F. As a reaction SMILES: [CH2:25]([Cl:26])[Cl:27].[Cl:14][CH:15]([F:16])[C:18]([F:17])([N:19]([CH2:20][CH3:21])[CH2:22][CH3:23])[F:24].[F:1][c:2]1[c:3]([F:13])[c:4]([F:12])[c:5]([C:6]([F:7])([F:8])[OH:9])[cH:10][cH:11]1>>[F:1][c:2]1[c:3]([F:13])[c:4]([F:12])[c:5]([C:6]([F:7])([F:8])[F:17])[cH:10][cH:11]1. Starting materials: ClC=1C=CC(=C(C1)C=1N=C(OC1)CCCCC(=O)O)O (5-[4-(5-Chloro-2-hydroxy-phenyl)-oxazol-2-yl]-pentanoic acid), C1CCOC1 (THF), [OH-].[Na+] (NaOH). Solvent: CO (MeOH). The product is [Na+].[Na+].ClC=1C=CC(=C(C1)C=1N=C(OC1)CCCCC(=O)[O-])O.ClC=1C=CC(=C(C1)C=1N=C(OC1)CCCCC(=O)[O-])O (5-[4-(5-Chloro-2-hydroxy-phenyl)-oxazol-2-yl]-pentanoic acid disodium salt). Reaction SMILES: [Cl:1][C:2]1[CH:3]=[CH:4][C:5]([OH:20])=[C:6]([C:8]2[N:9]=[C:10]([CH2:13][CH2:14][CH2:15][CH2:16][C:17]([OH:19])=[O:18])[O:11][CH:12]=2)[CH:7]=1.C1COCC1.[OH-].[Na+:27]>CO>[Na+:27].[Na+:27].[Cl:1][C:2]1[CH:3]=[CH:4][C:5]([OH:20])=[C:6]([C:8]2[N:9]=[C:10]([CH2:13][CH2:14][CH2:15][CH2:16][C:17]([O-:19])=[O:18])[O:11][CH:12]=2)[CH:7]=1.[Cl:1][C:2]1[CH:3]=[CH:4][C:5]([OH:20])=[C:6]([C:8]2[N:9]=[C:10]([CH2:13][CH2:14][CH2:15][CH2:16][C:17]([O-:19])=[O:18])[O:11][CH:12]=2)[CH:7]=1 |f:2.3,5.6.7.8|. Reported procedure: Combine 5-[4-(5-Chloro-2-hydroxy-phenyl)-oxazol-2-yl]-pentanoic acid (2.71 g, 9.2 mmol) with THF (10 mL), MeOH (10 mL) and 1N NaOH (18.4 mL) and stir at RT for 2 h. Concentrate the mixture and dry the residue overnight in vacuo at 40-50° C. to allow for recovery of 5-[4-(5-Chloro-2-hydroxy-phenyl)-oxazol-2-yl]-pentanoic acid disodium salt (3.0 g, 96%). MS (ES): (M+1)+ 296.1, 298.1 m/z. Starting materials: OC1=C(N)C=CC(=C1)[N+](=O)[O-] (2-hydroxy 4-nitro aniline), BrC=1C=C(C=CC1)N=C=O (3-bromo phenyl isocyanate). Product: OC1=C(C=CC(=C1)[N+](=O)[O-])NC(=O)NC1=CC(=CC=C1)Br (N-(2-hvdroxy-4-nitrophenyl)-N′-(3-bromophenyl)urea). Isolated yield 84.1%. RXN SMILES: [OH:1][C:2]1[CH:8]=[C:7]([N+:9]([O-:11])=[O:10])[CH:6]=[CH:5][C:3]=1[NH2:4].[Br:12][C:13]1[CH:14]=[C:15]([N:19]=[C:20]=[O:21])[CH:16]=[CH:17][CH:18]=1>>[OH:1][C:2]1[CH:8]=[C:7]([N+:9]([O-:11])=[O:10])[CH:6]=[CH:5][C:3]=1[NH:4][C:20]([NH:19][C:15]1[CH:16]=[CH:17][CH:18]=[C:13]([Br:12])[CH:14]=1)=[O:21]. Procedure details: N-(2-Hydroxy-4-nitrophenyl)-N′-(3-bromo phenyl)urea was prepared from 2-hydroxy 4-nitro aniline (500 mg, 3.24 mmol) and 3-bromo phenyl isocyanate (3.24 mmol) according to the procedure in General Method B. The product was purified by dilution with methylene chloride and precipitation with hexanes. Filtering afforded the title compound (0.96 g, 87%). EI-MS m/z 350 (M−H)− Reactants: COC(C1=CN=CC(=C1)C=1C=NC=2NCCCC2C1)=O (5-(5,6,7,8-tetrahydro-[1,8]naphthyridin-3-yl)-nicotinic acid methyl ester), C(C1=CC=CC=C1)(=O)N=C=O (benzoyl isocyanate), C(=O)([O-])[O-].[K+].[K+] (K2CO3). Solvent: C(Cl)Cl (DCM). Yields the product C(N)(=O)N1CCCC=2C=C(C=NC12)C=1C=NC=C(C(=O)O)C1 (5-(8-Carbamoyl-5,6,7,8-tetrahydro-[1,8]naphthyridin-3-yl)-nicotinic acid). The yield is 52.9%. As a reaction SMILES: C[O:2][C:3](=[O:20])[C:4]1[CH:9]=[C:8]([C:10]2[CH:11]=[N:12][C:13]3[NH:14][CH2:15][CH2:16][CH2:17][C:18]=3[CH:19]=2)[CH:7]=[N:6][CH:5]=1.[C:21]([N:29]=C=O)(=[O:28])C1C=CC=CC=1.C([O-])([O-])=O.[K+].[K+]>C(Cl)Cl>[C:21]([N:14]1[C:13]2[N:12]=[CH:11][C:10]([C:8]3[CH:7]=[N:6][CH:5]=[C:4]([CH:9]=3)[C:3]([OH:2])=[O:20])=[CH:19][C:18]=2[CH2:17][CH2:16][CH2:15]1)(=[O:28])[NH2:29] |f:2.3.4|. Procedure details: To the solution of 5-(5,6,7,8-tetrahydro-[1,8]naphthyridin-3-yl)-nicotinic acid methyl ester (205 mg, 0.76 mmol) in 60 mL of anhydrous DCM is added benzoyl isocyanate (170 mg, 1.1 mmol) and the solution is heated to reflux for 3 hrs. Then the solvent is removed in vacuo and to the residue is added 60 mL of MeOH. Then K2CO3 (180 mg, 1.3 mmol) is added and the mixture is heated to reflux for 0.5 hr. After cooling down, the organic solvent is evaporated. The residue is taken up in water and washed ...